This data is from the Open Reaction Database (ORD), a public repository of structured organic reaction records. The task is: describe an organic reaction: reactants, conditions, products, and yield Starting materials: C(C1=CC=CC=C1)OC1=CC(N(C=C1)CCC(C(=O)OCC)(S(=O)(=O)C)C)=O (ethyl 4-[4-(benzyloxy)-2-oxopyridin-1(2H)-yl]-2-methyl-2-(methylsulfonyl)butanoate), O.[OH-].[Li+] (lithium hydroxide monohydrate). Yields the product C(C1=CC=CC=C1)OC1=CC(N(C=C1)CCC(C(=O)O)(S(=O)(=O)C)C)=O (4-[4-(benzyloxy)-2-oxopyridin-1(2H)-yl]-2-methyl-2-(methylsulfonyl)butanoic acid). Reaction SMILES: [CH2:1]([O:8][C:9]1[CH:14]=[CH:13][N:12]([CH2:15][CH2:16][C:17]([CH3:27])([S:23]([CH3:26])(=[O:25])=[O:24])[C:18]([O:20]CC)=[O:19])[C:11](=[O:28])[CH:10]=1)[C:2]1[CH:7]=[CH:6][CH:5]=[CH:4][CH:3]=1.O.[OH-].[Li+]>O1CCCC1.CO.O.Cl>[CH2:1]([O:8][C:9]1[CH:14]=[CH:13][N:12]([CH2:15][CH2:16][C:17]([CH3:27])([S:23]([CH3:26])(=[O:24])=[O:25])[C:18]([OH:20])=[O:19])[C:11](=[O:28])[CH:10]=1)[C:2]1[CH:3]=[CH:4][CH:5]=[CH:6][CH:7]=1 |f:1.2.3,4.5.6|. Conditions: time 8 hour. Solvent: Cl (HCl), O1CCCC1.CO.O (tetrahyrofuran methanol water). Procedure details: To a solution of ethyl 4-[4-(benzyloxy)-2-oxopyridin-1(2H)-yl]-2-methyl-2-(methylsulfonyl)butanoate (740 mg, 1.82 mmol) in tetrahyrofuran/methanol/water (4:1:1, 18.2 mL) was added lithium hydroxide monohydrate (152 mg, 3.63 mmol). The mixture was stirred at ambient temperature overnight. The mixture was diluted with aqueous HCl (1N in water) and extracted with ether 2×. The combined organic extracts were washed with water, dried over magnesium sulfate, filtered and concentrated to dryness to aff... The reactants are C(C)(=O)OCC (ethyl acetate), C(C(=O)Cl)(=O)Cl (oxalyl chloride), OC1=C(C(C(C(C1(C)C)=O)(C)C)=O)C(=O)C=1C(=NC(=CC1)C(F)(F)F)C (5-hydroxy-2,2,6,6-tetramethyl-4-(2-methyl-6-trifluoromethylpyridine-3-carbonyl)cyclohex-4-ene-1,3-dione), ClC1=C(C(C(C(C1(C)C)=O)(C)C)=O)C(=O)C=1C(=NC(=CC1)C(F)(F)F)C (5-chloro-2,2,6,6-tetramethyl-4-(2-methyl-6-trifluoromethylpyridine3-carbonyl)cyclohex-4-ene-1,3dione). Reagents/catalysts: CN(C=O)C (dimethylformamide). The solvent is CCCCCC (hexane), ClCCl (dichloromethane). Conditions: time 30 minute. Product: ClC(=C1C(C(C(C(C1=O)(C)C)=O)(C)C)=O)C=1C(=NC(=CC1)C(F)(F)F)C (6-[chloro-(2-methyl-6-trifluoromethylpyridine-3-yl)methylene]-2,2,4,4-tetramethylcyclohexane-1,3,5-trione). RXN SMILES: C(Cl)(=O)C([Cl:4])=O.[OH:7][C:8]1[C:13]([CH3:15])([CH3:14])[C:12](=[O:16])[C:11]([CH3:18])([CH3:17])[C:10](=[O:19])[C:9]=1[C:20]([C:22]1[C:23]([CH3:32])=[N:24][C:25]([C:28]([F:31])([F:30])[F:29])=[CH:26][CH:27]=1)=O.ClC1C(C)(C)C(=O)C(C)(C)C(=O)C=1C(C1C(C)=NC(C(F)(F)F)=CC=1)=O.C(OCC)(=O)C>ClCCl.CN(C)C=O.CCCCCC>[Cl:4][C:20]([C:22]1[C:23]([CH3:32])=[N:24][C:25]([C:28]([F:31])([F:30])[F:29])=[CH:26][CH:27]=1)=[C:9]1[C:8](=[O:7])[C:13]([CH3:15])([CH3:14])[C:12](=[O:16])[C:11]([CH3:18])([CH3:17])[C:10]1=[O:19]. Reported procedure: 7.0 g (55 mmol) of oxalyl chloride are introduced into 18.5 g (50 mmol) of 5-hydroxy-2,2,6,6-tetramethyl-4-(2-methyl-6-trifluoromethylpyridine-3-carbonyl)cyclohex-4-ene-1,3-dione (compound A2-B354), dissolved in 50 ml of dichloromethane; 5 drops of dimethylformamide are added, and the mixture is slowly heated up to boiling point. After approximately 30 minutes, after the evolution of gas has ceased, the mixture is evaporated and the product is crystallized by adding n-hexane. The main product ob... The reactants are Cc1c(N2C(=O)N3CCC(O[Si](C)(C)C(C)(C)C)C3(C)C2=O)ccc(C#N)c1Cl, C1CCOC1, ClCCl, F, [Na+], O=C([O-])O, c1ccncc1. The product is Cc1c(N2C(=O)N3CCC(O)C3(C)C2=O)ccc(C#N)c1Cl. As a reaction SMILES: [C:1]([Si:2]([CH3:3])([CH3:4])[O:6][CH:7]1[CH2:8][CH2:9][N:10]2[C:11](=[O:27])[N:12]([c:17]3[c:18]([CH3:26])[c:19]([Cl:25])[c:20]([C:21]#[N:22])[cH:23][cH:24]3)[C:13](=[O:16])[C:14]12[CH3:15])([CH3:5])([CH3:28])[CH3:29].[CH2:45]1[O:46][CH2:47][CH2:48][CH2:49]1.[Cl:42][CH2:43][Cl:44].[FH:30].[Na+:41].[O-:37][C:38]([OH:39])=[O:40].[cH:31]1[cH:32][cH:33][n:34][cH:35][cH:36]1>>[OH:6][CH:7]1[CH2:8][CH2:9][N:10]2[C:11](=[O:27])[N:12]([c:17]3[c:18]([CH3:26])[c:19]([Cl:25])[c:20]([C:21]#[N:22])[cH:23][cH:24]3)[C:13](=[O:16])[C:14]12[CH3:15]. The reactants are N#CC=C1CC(C#N)C1, CC1(C)OB(c2cn[nH]c2)OC1(C)C, CC#N, C1CCC2=NCCCN2CC1. Yields the product CC1(C)OB(c2cnn(C3(CC#N)CC(C#N)C3)c2)OC1(C)C. As a reaction SMILES: [C:15](#[N:16])[CH:17]=[C:18]1[CH2:19][CH:20]([C:22]#[N:23])[CH2:21]1.[CH3:1][C:2]1([CH3:14])[O:3][B:4]([c:9]2[cH:10][n:11][nH:12][cH:13]2)[O:5][C:6]1([CH3:7])[CH3:8].[CH3:35][C:36]#[N:37].[N:24]12[CH2:25][CH2:26][CH2:27][N:28]=[C:29]1[CH2:30][CH2:31][CH2:32][CH2:33][CH2:34]2>>[CH3:1][C:2]1([CH3:14])[O:3][B:4]([c:9]2[cH:10][n:11][n:12]([C:18]3([CH2:17][C:15]#[N:16])[CH2:19][CH:20]([C:22]#[N:23])[CH2:21]3)[cH:13]2)[O:5][C:6]1([CH3:7])[CH3:8]. The reactants are FC=1C=C(C=NC1)CN ((5-fluoropyridin-3-yl)methanamine), O1C(=NC=C1)CN (oxazol-2-ylmethanamine), CC=1N=C(SC1C(=O)O)N1C(N(CC1)CCCC(F)(F)F)=O (4-methyl-2-(2-oxo-3-(4,4,4-trifluorobutyl)imidazolidin-1-yl)thiazole-5-carboxylic acid). The product is CC=1N=C(SC1C(=O)NCC=1OC=CN1)N1C(N(CC1)CCCC(F)(F)F)=O (4-methyl-N-(oxazol-2-ylmethyl)-2-(2-oxo-3-(4,4,4-trifluorobutyl)imidazolidin-1-yl)thiazole-5-carboxamide). Yield: 58.0%. RXN SMILES: FC1C=C(CN)C=NC=1.[O:10]1[CH:14]=[CH:13][N:12]=[C:11]1[CH2:15][NH2:16].[CH3:17][C:18]1[N:19]=[C:20]([N:26]2[CH2:30][CH2:29][N:28]([CH2:31][CH2:32][CH2:33][C:34]([F:37])([F:36])[F:35])[C:27]2=[O:38])[S:21][C:22]=1[C:23](O)=[O:24]>>[CH3:17][C:18]1[N:19]=[C:20]([N:26]2[CH2:30][CH2:29][N:28]([CH2:31][CH2:32][CH2:33][C:34]([F:35])([F:36])[F:37])[C:27]2=[O:38])[S:21][C:22]=1[C:23]([NH:16][CH2:15][C:11]1[O:10][CH:14]=[CH:13][N:12]=1)=[O:24]. Reported procedure: Following the procedure as describe in Example 12, making variations as required to replace (5-fluoropyridin-3-yl)methanamine with oxazol-2-ylmethanamine to react with 4-methyl-2-(2-oxo-3-(4,4,4-trifluorobutyl)imidazolidin-1-yl)thiazole-5-carboxylic acid in place of 2-(3-(cyclopropylmethyl)-2-oxoimidazolidin-1-yl)-4-methylthiazole-5-carboxylic acid, the title compound was obtained as a colorless solid in 58% yield: 1H NMR (300 MHz, CDCl3) δ 7.63 (s, 1H), 7.07 (s, 1H), 6.34-6.37 (m, 1H), 4.70 (d,... Reactants: [H][H] (hydrogen), C(#N)C1=C(C=C(C(=O)NC2CCCCCC2)C=C1)F (4-cyano-N-cycloheptyl-3-fluoro-benzamide), C(C)O (ethanol), O (water). The reagents and catalysts are [Pd] (Pd/C). The solvent is C(C)(=O)O (acetic acid). Run at time 0.5 hour. The product is NCC1=C(C=C(C(=O)NC2CCCCCC2)C=C1)F (4-Aminomethyl-N-cycloheptyl-3-fluoro-benzamide). As a reaction SMILES: [C:1]([C:3]1[CH:18]=[CH:17][C:6]([C:7]([NH:9][CH:10]2[CH2:16][CH2:15][CH2:14][CH2:13][CH2:12][CH2:11]2)=[O:8])=[CH:5][C:4]=1[F:19])#[N:2].C(O)C.O.[H][H]>[Pd].C(O)(=O)C>[NH2:2][CH2:1][C:3]1[CH:18]=[CH:17][C:6]([C:7]([NH:9][CH:10]2[CH2:16][CH2:15][CH2:14][CH2:13][CH2:12][CH2:11]2)=[O:8])=[CH:5][C:4]=1[F:19]. Procedure details: Add 4-cyano-N-cycloheptyl-3-fluoro-benzamide (0.86 g, 3.3 mmol), 10% Pd/C (Degussa type E101, 250 mg), ethanol (25 mL), water (9 mL) and acetic acid (1 mL) to a pressure vessel under a nitrogen atmosphere. Pressurize the vessel to 50 psi with hydrogen, and stir the mixture for 0.5 h. Filter the mixture through Celite® and wash the cake with warm ethanol followed by dichloromethane under a nitrogen atmosphere. Concentrate the filtrate in vacuo to obtain the title compound as the acetic acid salt.... Reactants: COCCOC, O=CC1C(OC(=O)c2ccccc2)CC2OC(=O)CC21, [H-], [Na+], COP(=O)(CC(=O)C(C)c1cccc(C)c1)OC, O=[PH]([O-])[O-]. Yields the product Cc1cccc(C(C)C(=O)C=CC2C(OC(=O)c3ccccc3)CC3OC(=O)CC32)c1. RXN SMILES: [CH3:45][O:46][CH2:47][CH2:48][O:49][CH3:50].[CH:25](=[O:26])[CH:27]1[CH:28]2[CH2:29][C:30](=[O:44])[O:31][CH:32]2[CH2:33][CH:34]1[O:35][C:36]([c:37]1[cH:38][cH:39][cH:40][cH:41][cH:42]1)=[O:43].[H-:1].[Na+:2].[O:7]=[C:8]([CH2:9][P:10](=[O:11])([O:12][CH3:13])[O:14][CH3:15])[CH:16]([CH3:17])[c:18]1[cH:19][c:20]([CH3:24])[cH:21][cH:22][cH:23]1.[PH:3](=[O:4])([O-:5])[O-:6]>>[O:7]=[C:8]([CH:9]=[CH:25][CH:27]1[CH:28]2[CH2:29][C:30](=[O:44])[O:31][CH:32]2[CH2:33][CH:34]1[O:35][C:36]([c:37]1[cH:38][cH:39][cH:40][cH:41][cH:42]1)=[O:43])[CH:16]([CH3:17])[c:18]1[cH:19][c:20]([CH3:24])[cH:21][cH:22][cH:23]1. The reactants are CN1CCN(CC1)C1=NC=C(C(=O)N)C(=C1)C1=C(C=CC=C1)C (6-(4-methyl-piperazin-1-yl)-4-o-tolyl-nicotinamide), Cl (HCl), C[O-].[Na+] (Sodium methoxide), BrN1C(CCC1=O)=O (N-bromosuccinimide). Run at temperature -5 celsius, time 16 hour. Yields the product COC(NC=1C=NC(=CC1C1=C(C=CC=C1)C)N1CCN(CC1)C)=O ([6-(4-methyl-piperazin-1-yl)-4-o-tolyl-pyridin-3-yl]-carbamic acid methyl ester). The yield is 102.3%. Run in CO (methanol), ClCCl (dichloromethane), CO (methanol), ClCCl (dichloromethane). Procedure: 2.15 ml (11.6 mMol) Sodium methoxide in methanol were added over 30 minutes to a suspension of 0.85 g (4.6 mMol) N-bromosuccinimide in 5.0 ml dichloromethane cooled to −5° C. The reaction mixture was stirred 16 hours at −5° C. Still at this temperature, a solution of 1.0 g (3.1 mMol) 6-(4-methyl-piperazin-1-yl)-4-o-tolyl-nicotinamide in 5.0 ml methanol was added over 20 minutes and stirred for 5 hours. 7.1 ml (7.1 mMol) Aqueous HCl 1N and 20 ml dichloromethane were added. The phases were separat... As a reaction SMILES: [CH3:1][O-:2].[Na+].Br[N:5]1[C:9](=[O:10])CCC1=O.[CH3:12][N:13]1[CH2:18][CH2:17][N:16]([C:19]2[CH:27]=[C:26]([C:28]3[CH:33]=[CH:32][CH:31]=[CH:30][C:29]=3[CH3:34])[C:22](C(N)=O)=[CH:21][N:20]=2)[CH2:15][CH2:14]1.Cl>CO.ClCCl>[CH3:1][O:2][C:9](=[O:10])[NH:5][C:22]1[CH:21]=[N:20][C:19]([N:16]2[CH2:15][CH2:14][N:13]([CH3:12])[CH2:18][CH2:17]2)=[CH:27][C:26]=1[C:28]1[CH:33]=[CH:32][CH:31]=[CH:30][C:29]=1[CH3:34] |f:0.1|.